Dataset: the Open Reaction Database (ORD), a public repository of structured organic reaction records. Task: describe an organic reaction: reactants, conditions, products, and yield Reactants: CN=C=O, CCOC(C)=O, Cc1ccccc1COc1ccc(S(=O)(=O)N2CCNC(C)C2C23OCC(C)(CO2)CO3)cc1, ClCCl. Yields the product CNC(=O)N1CCN(S(=O)(=O)c2ccc(OCc3ccccc3C)cc2)C(C23OCC(C)(CO2)CO3)C1C. RXN SMILES: [CH3:38][N:39]=[C:40]=[O:41].[CH3:42][CH2:43][O:44][C:45](=[O:46])[CH3:47].[CH3:4][c:5]1[c:6]([CH2:7][O:8][c:9]2[cH:10][cH:11][c:12]([S:15](=[O:16])(=[O:17])[N:18]3[CH:19]([C:25]45[O:26][CH2:27][C:28]([CH3:33])([CH2:29][O:30]4)[CH2:31][O:32]5)[CH:20]([CH3:24])[NH:21][CH2:22][CH2:23]3)[cH:13][cH:14]2)[cH:34][cH:35][cH:36][cH:37]1.[Cl:1][CH2:2][Cl:3]>>[CH3:4][c:5]1[c:6]([CH2:7][O:8][c:9]2[cH:10][cH:11][c:12]([S:15](=[O:16])(=[O:17])[N:18]3[CH:19]([C:25]45[O:26][CH2:27][C:28]([CH3:33])([CH2:29][O:30]4)[CH2:31][O:32]5)[CH:20]([CH3:24])[N:21]([C:40]([NH:39][CH3:38])=[O:41])[CH2:22][CH2:23]3)[cH:13][cH:14]2)[cH:34][cH:35][cH:36][cH:37]1. The reactants are FC1=C(C=CC(=C1)F)C(CCl)=O (1-(2,4-difluorophenyl)-2-chloroethanone), N1N=CC=C1 (1H-pyrazole), O (water). Solvent: CC(CC(C)=O)C (4-methyl-2-pentanone), CC(CC(C)=O)C (4-methyl-2-pentanone). Yields the product FC1=C(C=CC(=C1)F)C(CN1N=CC=C1)=O (1-(2,4-difluorophenyl)-2-(1H-pyrazol-1-yl)ethanone). The yield is 77.9%. As a reaction SMILES: [NH:1]1[CH:5]=[CH:4][CH:3]=[N:2]1.[F:6][C:7]1[CH:12]=[C:11]([F:13])[CH:10]=[CH:9][C:8]=1[C:14](=[O:17])[CH2:15]Cl.O>CC(C)CC(=O)C>[F:6][C:7]1[CH:12]=[C:11]([F:13])[CH:10]=[CH:9][C:8]=1[C:14](=[O:17])[CH2:15][N:1]1[CH:5]=[CH:4][CH:3]=[N:2]1. Procedure: A mixture of 1H-pyrazole (1.3 mol) in 4-methyl-2-pentanone (500 ml) was stirred and refluxed. 1-(2,4-difluorophenyl)-2-chloroethanone (0.26 mol) dissolved in 4-methyl-2-pentanone (500 ml) was added dropwise and the mixture was stirred and refluxed for 3 h. The mixture was cooled, poured into water and separated. The organic layer was evaporated. The residue was stirred up in HCl/water, filtered off and washed with water. The precipitate was stirred up in hexane, filtered off and dried in vacuo a... Reactants: CC(C)(C)OC(=O)N1CCNCC1, CC(C)(C)[O-], Cc1ccccc1, c1ccc(-c2ccccc2P(C2CCCCC2)C2CCCCC2)cc1, O=S(=O)(Oc1cccc2cc(F)c(F)cc12)C(F)(F)F, [Na+], CC(=O)[O-], CC(=O)[O-], [Pd+2]. Yields the product CC(C)(C)OC(=O)N1CCN(c2cccc3cc(F)c(F)cc23)CC1. As a reaction SMILES: [C:21](=[O:22])([O:23][C:24]([CH3:25])([CH3:26])[CH3:27])[N:28]1[CH2:29][CH2:30][NH:31][CH2:32][CH2:33]1.[CH3:59][C:60]([CH3:61])([O-:62])[CH3:63].[CH3:65][c:66]1[cH:67][cH:68][cH:69][cH:70][cH:71]1.[CH:34]1([P:35]([CH:36]2[CH2:37][CH2:38][CH2:39][CH2:40][CH2:41]2)[c:42]2[cH:43][cH:44][cH:45][cH:46][c:47]2-[c:48]2[cH:49][cH:50][cH:51][cH:52][cH:53]2)[CH2:54][CH2:55][CH2:56][CH2:57][CH2:58]1.[F:1][c:2]1[cH:3][c:4]2[cH:5][cH:6][cH:7][c:8]([O:13][S:14]([C:15]([F:16])([F:17])[F:18])(=[O:19])=[O:20])[c:9]2[cH:10][c:11]1[F:12].[Na+:64].[O-:73][C:74]([CH3:75])=[O:76].[O-:77][C:78]([CH3:79])=[O:80].[Pd+2:72]>>[F:1][c:2]1[cH:3][c:4]2[cH:5][cH:6][cH:7][c:8]([N:31]3[CH2:30][CH2:29][N:28]([C:21](=[O:22])[O:23][C:24]([CH3:25])([CH3:26])[CH3:27])[CH2:33][CH2:32]3)[c:9]2[cH:10][c:11]1[F:12]. Reactants: FC(C(=O)O)(F)F.ClC1=CC=C2C(=C1)NC(C21C(NC(C1C1=C(C(=CC=C1)Cl)F)C(=O)O)CC(C)(C)C)=O (rac-(2′S,3′R,4′S,5′R)-6-chloro-4′-(3-chloro-2-fluoro-phenyl)-2′-(2,2-dimethyl-propyl)-2-oxo-1,2-dihydro-spiro[indole-3,3′-pyrrolidine]-5′-carboxylic acid trifluoroacetic acid), NC=1C=C(C(=O)OC)C=CC1 (methyl 3-aminobenzoate), C(C)(C)N(CC)C(C)C (diisopropylethylamine), C1(=CC=CC=C1)P(=O)(C1=CC=CC=C1)Cl (diphenylphosphinic chloride). The product is COC(C1=CC(=CC=C1)NC(=O)[C@@H]1[C@@H]([C@@]2([C@@H](N1)CC(C)(C)C)C(NC1=CC(=CC=C12)Cl)=O)C1=C(C(=CC=C1)Cl)F)=O (rac-3-{[(2′S,3′R,4′S,5′S)-6-chloro-4′-(3-chloro-2-fluoro-phenyl)-2′-(2,2-dimethyl-propyl)-2-oxo-1,2-dihydro-spiro[indole-3,3′-pyrrolidine]-5′-carbonyl]-amino}-benzoic acid methyl ester). Reaction SMILES: FC(F)(F)C(O)=O.[Cl:8][C:9]1[CH:14]=[C:13]2[NH:15][C:16](=[O:38])[C:17]3([CH:21]([C:22]4[CH:27]=[CH:26][CH:25]=[C:24]([Cl:28])[C:23]=4[F:29])[CH:20]([C:30](O)=[O:31])[NH:19][CH:18]3[CH2:33][C:34]([CH3:37])([CH3:36])[CH3:35])[C:12]2=[CH:11][CH:10]=1.C(N(C(C)C)CC)(C)C.C1(P(Cl)(C2C=CC=CC=2)=O)C=CC=CC=1.[NH2:63][C:64]1[CH:65]=[C:66]([CH:71]=[CH:72][CH:73]=1)[C:67]([O:69][CH3:70])=[O:68]>>[CH3:70][O:69][C:67](=[O:68])[C:66]1[CH:71]=[CH:72][CH:73]=[C:64]([NH:63][C:30]([C@H:20]2[NH:19][C@@H:18]([CH2:33][C:34]([CH3:35])([CH3:36])[CH3:37])[C@:17]3([C:12]4[C:13](=[CH:14][C:9]([Cl:8])=[CH:10][CH:11]=4)[NH:15][C:16]3=[O:38])[C@H:21]2[C:22]2[CH:27]=[CH:26][CH:25]=[C:24]([Cl:28])[C:23]=2[F:29])=[O:31])[CH:65]=1 |f:0.1|. Reported procedure: In a manner similar to the method described in Example 5, rac-(2′S,3′R,4′S,5′R)-6-chloro-4′-(3-chloro-2-fluoro-phenyl)-2′-(2,2-dimethyl-propyl)-2-oxo-1,2-dihydro-spiro[indole-3,3′-pyrrolidine]-5′-carboxylic acid trifluoroacetic acid prepared in Example 4 (0.3 g, 0.53 mmol), was reacted with diisopropylethylamine (0.28 g, 2.1 mmol), diphenylphosphinic chloride (0.38 g, 1.6 mmol), then reacted with methyl 3-aminobenzoate (Aldrich) (0.12 g, 0.8 mmol) to give rac-3-{[(2′S,3′R,4′S,5′S)-6-chloro-4′-(3... Starting materials: CCOC(=O)Cl, NC(=NO)c1ccccc1, ClC(Cl)Cl. The product is CCOC(=O)ON=C(N)c1ccccc1. As a reaction SMILES: [C:11]([O:12][CH2:13][CH3:14])(=[O:15])[Cl:16].[C:1]([c:2]1[cH:3][cH:4][cH:5][cH:6][cH:7]1)([NH2:8])=[N:9][OH:10].[CH:17]([Cl:18])([Cl:19])[Cl:20]>>[C:1]([c:2]1[cH:3][cH:4][cH:5][cH:6][cH:7]1)([NH2:8])=[N:9][O:10][C:11]([O:12][CH2:13][CH3:14])=[O:15]. The solvent is N1=CC=CC=C1 (pyridine). The yield is 59.9%. Run at time 8 hour. RXN SMILES: [S:1]1[CH:5]=[CH:4][CH:3]=[C:2]1[C:6](Cl)=[O:7].[CH2:9]([N:16]1[C:25]2[C:20](=[CH:21][CH:22]=[CH:23][N:24]=2)[C:19]([N:26]2[CH2:31][CH2:30][NH:29][CH2:28][CH2:27]2)=[C:18]([C:32]#[N:33])[C:17]1=[O:34])[C:10]1[CH:15]=[CH:14][CH:13]=[CH:12][CH:11]=1>N1C=CC=CC=1>[CH2:9]([N:16]1[C:25]2[C:20](=[CH:21][CH:22]=[CH:23][N:24]=2)[C:19]([N:26]2[CH2:31][CH2:30][N:29]([C:6]([C:2]3[S:1][CH:5]=[CH:4][CH:3]=3)=[O:7])[CH2:28][CH2:27]2)=[C:18]([C:32]#[N:33])[C:17]1=[O:34])[C:10]1[CH:15]=[CH:14][CH:13]=[CH:12][CH:11]=1. The product is C(C1=CC=CC=C1)N1C(C(=C(C2=CC=CN=C12)N1CCN(CC1)C(=O)C=1SC=CC1)C#N)=O (1-Benzyl-2-oxo-4-[4-(thiophene-2-carbonyl)-piperazin-1-yl]-1,2-dihydro-[1,8]-naphthyridine-3-carbonitrile). Procedure: 2-Thiophene carbonyl chloride (0.16 mL, 1.5 mmol) was added to a stirred solution of 1-benzyl-2-oxo-4-piperazin-1-yl-1,2-dihydro-[1,8]-naphthyridine-3-carbonitrile (9) (345 mg, 1 mmol) in pyridine at 0° C. The solution was allowed to come at room temperature and further stirred overnight at room temperature. The solution was poured into ice water and the solids formed were filtered, washed by water, and dried. The crude product was purified by flash chromatography eluting with linear gradients o... The reactants are S1C(=CC=C1)C(=O)Cl (2-Thiophene carbonyl chloride), C(C1=CC=CC=C1)N1C(C(=C(C2=CC=CN=C12)N1CCNCC1)C#N)=O (1-Benzyl-2-oxo-4-piperazin-1-yl-1,2-dihydro-[1,8]-naphthyridine-3-carbonitrile), ice water. Starting materials: COC=1C=C2C(=CN(C2=CC1OC)C)C1=CC=2C(=NC=CC2CN2CCN(CC2)C)N1S(=O)(=O)C1=CC=C(C=C1)C (2-(5,6-dimethoxy-1-methyl-1H-indol-3-yl)-1-(toluene-4-sulfonyl)-4-(4-methylpiperazin-1-ylmethyl)-1H-pyrrolo[2,3-b]pyridine), [OH-].[K+] (potassium hydroxide). Product: COC=1C=C2C(=CN(C2=CC1OC)C)C1=CC=2C(=NC=CC2CN2CCN(CC2)C)N1 (2-(5,6-dimethoxy-1-methyl-1H-indol-3-yl)-4-(4-methylpiperazin-1-ylmethyl)-1H-pyrrolo[2,3-b]pyridine). Reaction SMILES: [CH3:1][O:2][C:3]1[CH:4]=[C:5]2[C:9](=[CH:10][C:11]=1[O:12][CH3:13])[N:8]([CH3:14])[CH:7]=[C:6]2[C:15]1[N:31](S(C2C=CC(C)=CC=2)(=O)=O)[C:18]2=[N:19][CH:20]=[CH:21][C:22]([CH2:23][N:24]3[CH2:29][CH2:28][N:27]([CH3:30])[CH2:26][CH2:25]3)=[C:17]2[CH:16]=1.[OH-].[K+]>>[CH3:1][O:2][C:3]1[CH:4]=[C:5]2[C:9](=[CH:10][C:11]=1[O:12][CH3:13])[N:8]([CH3:14])[CH:7]=[C:6]2[C:15]1[NH:31][C:18]2=[N:19][CH:20]=[CH:21][C:22]([CH2:23][N:24]3[CH2:29][CH2:28][N:27]([CH3:30])[CH2:26][CH2:25]3)=[C:17]2[CH:16]=1 |f:1.2|. Reported procedure: [2-(5,6-Dimethoxy-1-methyl-1H-indol-3-yl)-4-(4-methylpiperazin-1-ylmethyl)-1H-pyrrolo[2,3-b]pyridine is prepared as described in Example 179a starting with 0.040 g of [2-(5,6-dimethoxy-1-methyl-1H-indol-3-yl)-1-(toluene-4-sulfonyl)-4-(4-methylpiperazin-1-ylmethyl)-1H-pyrrolo[2,3-b]pyridine instead of the [2-(5,6-dimethoxy-1-methyl-1H-indol-3-yl)-1-(toluene-4-sulfonyl)-1H-pyrrolo[2,3-b]pyrid-4-ylmethyl](4-trifluoromethylsulfanylbenzyl)amine used in Example 179a and 0.28 cm3 of 5N potassium hydrox...